Dataset: the Open Reaction Database (ORD), a public repository of structured organic reaction records. Task: describe an organic reaction: reactants, conditions, products, and yield The reactants are C(C)(=O)OCCCCN1C=CC=2N=CN=C(C21)Cl (4-(4-chloro-5H-pyrrolo[3,2-d]pyrimidin-5-yl)butyl acetate), ClC=1C=C(N)C=CC1OC1=CC(=CC=C1)C(F)(F)F (3-chloro-4-[3-(trifluoromethyl)phenoxy]aniline), C(O)([O-])=O.[Na+] (sodium hydrogen carbonate). The solvent is C(C)(C)O (isopropyl alcohol). Reaction conditions: temperature 100 celsius, time 3.5 hour. The product is C(C)(=O)OCCCCN1C=CC=2N=CN=C(C21)NC2=CC(=C(C=C2)OC2=CC(=CC=C2)C(F)(F)F)Cl (4-[4-({3-chloro-4-[3-(trifluoromethyl)phenoxy]phenyl}amino)-5H-pyrrolo[3,2-d]pyrimidin-5-yl]butyl acetate). The yield is 50.1%. Reaction SMILES: [C:1]([O:4][CH2:5][CH2:6][CH2:7][CH2:8][N:9]1[C:17]2[C:16](Cl)=[N:15][CH:14]=[N:13][C:12]=2[CH:11]=[CH:10]1)(=[O:3])[CH3:2].[Cl:19][C:20]1[CH:21]=[C:22]([CH:24]=[CH:25][C:26]=1[O:27][C:28]1[CH:33]=[CH:32][CH:31]=[C:30]([C:34]([F:37])([F:36])[F:35])[CH:29]=1)[NH2:23].C(=O)([O-])O.[Na+]>C(O)(C)C>[C:1]([O:4][CH2:5][CH2:6][CH2:7][CH2:8][N:9]1[C:17]2[C:16]([NH:23][C:22]3[CH:24]=[CH:25][C:26]([O:27][C:28]4[CH:33]=[CH:32][CH:31]=[C:30]([C:34]([F:35])([F:36])[F:37])[CH:29]=4)=[C:20]([Cl:19])[CH:21]=3)=[N:15][CH:14]=[N:13][C:12]=2[CH:11]=[CH:10]1)(=[O:3])[CH3:2] |f:2.3|. Procedure: To a solution of 4-(4-chloro-5H-pyrrolo[3,2-d]pyrimidin-5-yl)butyl acetate (302 mg) in isopropyl alcohol (2.24 mL) was added 3-chloro-4-[3-(trifluoromethyl)phenoxy]aniline (421 mg), and the mixture was stirred in an oil bath at a temperature of 100° C. for 3.5 hrs. The reaction mixture was allowed to cool to room temperature, 5% aqueous sodium hydrogen carbonate solution (35 mL) was added, and the mixture was extracted with ethyl acetate (50 mL×3). The organic layer washed successively with wate... Starting materials: FC(C1=CC=C(C=C1)C=CC(C)=O)(F)F (4-(4-trifluoromethyphenyl)-3-butene-2-one), C1(CC(CCC1)=O)=O (1,3-cyclohexanedione), C(C)(=O)[O-].[NH4+] (ammonium acetate). The solvent is C(C)O (ethanol). The product is CC=1NC=2CCCC(C2C(C1)C1=CC=C(C=C1)C(F)(F)F)=O (2-Methyl-4-(4-trifluoromethylphenyl)-4,6,7,8-tetrahydro-5(1H)-quinolone). The yield is 56.9%. RXN SMILES: [F:1][C:2]([F:15])([F:14])[C:3]1[CH:8]=[CH:7][C:6]([CH:9]=[CH:10][C:11](=O)[CH3:12])=[CH:5][CH:4]=1.[C:16]1(=[O:23])[CH2:21][CH2:20][CH2:19][C:18](=O)[CH2:17]1.C([O-])(=O)C.[NH4+:28]>C(O)C>[CH3:12][C:11]1[NH:28][C:18]2[CH2:19][CH2:20][CH2:21][C:16](=[O:23])[C:17]=2[CH:9]([C:6]2[CH:7]=[CH:8][C:3]([C:2]([F:15])([F:14])[F:1])=[CH:4][CH:5]=2)[CH:10]=1 |f:2.3|. Reported procedure: A mixture of 4-(4-trifluoromethyphenyl)-3-butene-2-one (4.9 g), 1,3-cyclohexanedione (2.68 g), ammonium acetate (2.65 g) and 75 mL of ethanol were heated at reflux for eight hours and then cooled to room temperature. The solvent was evaporated and the residue was partitioned between water and ethyl acetate. The organic layer was dried, filtered, and evaporated to obtain a yellow oil. Chromatography, with hexane:ethyl acetate (1:1) as the eluent, and recrystallization from toluene:hexane provided...